describe an organic reaction: reactants, conditions, products, and yield From a dataset of the Open Reaction Database (ORD), a public repository of structured organic reaction records. The reactants are [Br-], C1CCOC1, CON(C)C(=O)c1cnc2c(C(F)(F)F)cccc2c1-c1ccccc1, Cc1ccccc1[Mg+]. Product: Cc1ccccc1C(=O)c1cnc2c(C(F)(F)F)cccc2c1-c1ccccc1. As a reaction SMILES: [Br-:27].[CH2:36]1[O:37][CH2:38][CH2:39][CH2:40]1.[CH3:1][O:2][N:3]([C:4](=[O:5])[c:6]1[cH:7][n:8][c:9]2[c:10]([C:22]([F:23])([F:24])[F:25])[cH:11][cH:12][cH:13][c:14]2[c:15]1-[c:16]1[cH:17][cH:18][cH:19][cH:20][cH:21]1)[CH3:26].[CH3:28][c:29]1[c:30]([Mg+:35])[cH:31][cH:32][cH:33][cH:34]1>>[C:4](=[O:5])([c:6]1[cH:7][n:8][c:9]2[c:10]([C:22]([F:23])([F:24])[F:25])[cH:11][cH:12][cH:13][c:14]2[c:15]1-[c:16]1[cH:17][cH:18][cH:19][cH:20][cH:21]1)[c:30]1[c:29]([CH3:28])[cH:34][cH:33][cH:32][cH:31]1. The solvent is C(C)C(=O)C (methyl ethyl ketone), C(C)O (ethanol), C(C)N(CC)CC (triethylamine). Procedure details: (ii-2) A mixture of 7.0 g (0.026 mol) of Compound (VI) [R2 =CH3, R3 =CN], 6 ml of triethylamine, 15 ml of tert-butylamine, 0.1 g of sodium bromide micro-powder, 2.8 g of anhydrous sodium carbonate or potassium carbonate, 30 ml of anhydrous ethanol, and 100 ml of methyl ethyl ketone was reacted at 95° C. in an oil bath for 8 hours while stirring. The reaction solution was filtered while it was warm. The filtrate was purified using chromatography according to the same method as above to obtain Com... The product is C(C)(C)(C)N1CCC=2C(=NC=3N(C21)N=CC3C#N)C (8-tert-butyl-3-cyano-6,7-dihydro-5-methyl-8H-pyrrolo[3,2-e]pyrazolo[1,5-a]pyrimidine). RXN SMILES: Cl[C:2]1[N:7]2[N:8]=[C:9](C)[C:10]([C:11]#[N:12])=[C:6]2[N:5]=[C:4]([CH3:14])[C:3]=1[CH2:15][CH2:16]Cl.[C:18]([NH2:22])([CH3:21])([CH3:20])[CH3:19].[Br-].[Na+].C(=O)([O-])[O-].[Na+].[Na+].C(=O)([O-])[O-].[K+].[K+]>C(C(C)=O)C.C(O)C.C(N(CC)CC)C>[C:18]([N:22]1[C:2]2[N:7]3[N:8]=[CH:9][C:10]([C:11]#[N:12])=[C:6]3[N:5]=[C:4]([CH3:14])[C:3]=2[CH2:15][CH2:16]1)([CH3:21])([CH3:20])[CH3:19] |f:2.3,4.5.6,7.8.9|. The yield is 78.5%. Reactants: ClC1=C(C(=NC=2N1N=C(C2C#N)C)C)CCCl (7-chloro-6-(2-chloroethyl)-3-cyano-2,5-dimethylpyrazolo[1,5-a]pyrimidine), C(C)(C)(C)N (tert-butylamine), [Br-].[Na+] (sodium bromide), C([O-])([O-])=O.[Na+].[Na+] (sodium carbonate), C([O-])([O-])=O.[K+].[K+] (potassium carbonate). Reaction SMILES: [CH3:1][O:2][C:3]1([c:10]2[c:11]([CH2:12][N:13]([c:14]3[n:15][n:16][nH:17][n:18]3)[CH2:19][c:20]3[cH:21][c:22]([C:30]([F:31])([F:32])[F:33])[cH:23][c:24]([C:26]([F:27])([F:28])[F:29])[cH:25]3)[cH:34][c:35]([C:38]([F:39])([F:40])[F:41])[cH:36][cH:37]2)[CH2:4][CH2:5][CH2:6][CH2:7][CH2:8][CH2:9]1.[CH3:48][N:49]([CH3:50])[CH:51]=[O:52].[CH3:53][O:54][S:55]([O:56][CH3:57])(=[O:58])=[O:59].[CH3:60][CH:61]1[CH2:62][CH2:63][CH2:64][O:65]1.[CH3:66][CH2:67][O:68][C:69](=[O:70])[CH3:71].[Na+:42].[Na+:43].[O-:44][C:45](=[O:46])[O-:47]>>[CH3:1][O:2][C:3]1([c:10]2[c:11]([CH2:12][N:13]([c:14]3[n:15][n:16][n:17]([CH3:45])[n:18]3)[CH2:19][c:20]3[cH:21][c:22]([C:30]([F:31])([F:32])[F:33])[cH:23][c:24]([C:26]([F:27])([F:28])[F:29])[cH:25]3)[cH:34][c:35]([C:38]([F:39])([F:40])[F:41])[cH:36][cH:37]2)[CH2:4][CH2:5][CH2:6][CH2:7][CH2:8][CH2:9]1. Starting materials: COC1(c2ccc(C(F)(F)F)cc2CN(Cc2cc(C(F)(F)F)cc(C(F)(F)F)c2)c2nn[nH]n2)CCCCCC1, CN(C)C=O, COS(=O)(=O)OC, CC1CCCO1, CCOC(C)=O, [Na+], [Na+], O=C([O-])[O-]. Yields the product COC1(c2ccc(C(F)(F)F)cc2CN(Cc2cc(C(F)(F)F)cc(C(F)(F)F)c2)c2nnn(C)n2)CCCCCC1.